This data is from the Open Reaction Database (ORD), a public repository of structured organic reaction records. The task is: describe an organic reaction: reactants, conditions, products, and yield As a reaction SMILES: C([Mg]Br)C.[CH:5]#[C:6][CH2:7][CH2:8][CH2:9][CH2:10][CH3:11].[Cl:12][CH2:13][C:14]#[C:15][CH2:16]Cl.[NH4+].[Cl-]>C1COCC1.[Cu]Cl>[Cl:12][CH2:13][C:14]#[C:15][CH2:16][C:5]#[C:6][CH2:7][CH2:8][CH2:9][CH2:10][CH3:11] |f:3.4|. Procedure: 54.6 ml of a 1M solution of ethyl magnesium bromide in THF were added dropwise, at room temperature, to a solution of 5 grams of 1-heptyne in 15 ml of anhydrous THF, under an inert atmosphere. With the addition complete, the mixture was maintained under stirring for 30 min at room temperature and then heated under reflux for 1 h 30 min. The mixture was cooled to room temperature and then 412 mg of copper(I) chloride were added and the mixture was again heated under reflux for 1 hour. The mixture... Isolated yield 69.0%. Reaction conditions: time 30 minute. The reagents and catalysts are [Cu]Cl (copper(I) chloride). Solvent: C1CCOC1 (THF), C1CCOC1 (THF). The product is ClCC#CCC#CCCCCC (1-chloro-2,5-undecadiyne), oil. The reactants are solution, C(C)[Mg]Br (ethyl magnesium bromide), C#CCCCCC (1-heptyne), ClCC#CCCl (1,4-dichloro-2-butyne), [NH4+].[Cl-] (NH4Cl). Reactants: ice water, C([O-])([O-])=O (carbonate), COC1=NC(=NC(=C1)OC)OC1=C(C(=CC=C1)O)C1=CN=CO1 (5-[2-(4,6-dimethoxypyrimidine-2-yloxy)-6-hydroxyphenyl]oxazole), ClN1NC(=CC(=N1)OC)OC (2-chloro-4,6-dimethoxytriazine). Solvent: CN(C)C=O (DMF), CN(C)C=O (DMF). Product: COC1=NC(=NC(=C1)OC)OC1=C(C(=CC=C1)ON1NC(=CC(=N1)OC)OC)C1=CN=CO1 (5-[2-(4,6-dimethoxypyrimidine-2-yloxy)-6-(4,6-dimethoxytriazine-2-yloxy)phenyl]oxazole). As a reaction SMILES: C(=O)([O-])[O-].[CH3:5][O:6][C:7]1[CH:12]=[C:11]([O:13][CH3:14])[N:10]=[C:9]([O:15][C:16]2[CH:21]=[CH:20][CH:19]=[C:18]([OH:22])[C:17]=2[C:23]2[O:27][CH:26]=[N:25][CH:24]=2)[N:8]=1.Cl[N:29]1[N:34]=[C:33]([O:35][CH3:36])[CH:32]=[C:31]([O:37][CH3:38])[NH:30]1>CN(C=O)C>[CH3:14][O:13][C:11]1[CH:12]=[C:7]([O:6][CH3:5])[N:8]=[C:9]([O:15][C:16]2[CH:21]=[CH:20][CH:19]=[C:18]([O:22][N:29]3[N:30]=[C:31]([O:37][CH3:38])[CH:32]=[C:33]([O:35][CH3:36])[NH:34]3)[C:17]=2[C:23]2[O:27][CH:26]=[N:25][CH:24]=2)[N:10]=1. Procedure: To DMF solution containing 0.14 g pottasium carbonate and 0.15 g 5-[2-(4,6-dimethoxypyrimidine-2-yloxy)-6-hydroxyphenyl]oxazole, was added at once DMF solution containing 0.13 g 2-chloro-4,6-dimethoxytriazine. The solution reacted was stirred for a night at room temperature. After completing the reaction, the solution reacted was poured into ice water and then extracted with ethyl acetate. The organic layer obtained was washed with water and saturated saline solution in turn and was then dried b...